From a dataset of the Open Reaction Database (ORD), a public repository of structured organic reaction records. describe an organic reaction: reactants, conditions, products, and yield As a reaction SMILES: [Br:25][CH2:26][c:27]1[cH:28][cH:29][c:30](-[c:33]2[c:34]([C:39]#[N:40])[cH:35][cH:36][cH:37][cH:38]2)[cH:31][cH:32]1.[C:41](=[O:42])([O-:43])[O-:44].[CH3:1][O:2][c:3]1[c:4]([CH2:5][n:6]2[c:7](=[O:18])[nH:8][c:9]3[c:10]([c:11]2=[O:12])[cH:13][c:14]([CH2:16][CH3:17])[s:15]3)[cH:19][cH:20][c:21]([O:23][CH3:24])[cH:22]1.[CH3:47][C:48]#[N:49].[K+:45].[K+:46]>>[CH3:1][O:2][c:3]1[c:4]([CH2:5][n:6]2[c:7](=[O:18])[n:8]([CH2:26][c:27]3[cH:28][cH:29][c:30](-[c:33]4[c:34]([C:39]#[N:40])[cH:35][cH:36][cH:37][cH:38]4)[cH:31][cH:32]3)[c:9]3[c:10]([c:11]2=[O:12])[cH:13][c:14]([CH2:16][CH3:17])[s:15]3)[cH:19][cH:20][c:21]([O:23][CH3:24])[cH:22]1. Reactants: N#Cc1ccccc1-c1ccc(CBr)cc1, O=C([O-])[O-], CCc1cc2c(=O)n(Cc3ccc(OC)cc3OC)c(=O)[nH]c2s1, CC#N, [K+], [K+]. The product is CCc1cc2c(=O)n(Cc3ccc(OC)cc3OC)c(=O)n(Cc3ccc(-c4ccccc4C#N)cc3)c2s1. The reactants are CCOC(=O)c1ccc(OCCCN2CCN(C(=O)OC(C)(C)C)CC2)c(F)c1, [Na+], C1COCCO1, [OH-]. The product is CC(C)(C)OC(=O)N1CCN(CCCOc2ccc(C(=O)O)cc2F)CC1. Reaction SMILES: [C:1]([CH3:2])([CH3:3])([CH3:4])[O:5][C:6](=[O:7])[N:8]1[CH2:9][CH2:10][N:11]([CH2:14][CH2:15][CH2:16][O:17][c:18]2[c:19]([F:29])[cH:20][c:21]([C:24](=[O:25])[O:26][CH2:27][CH3:28])[cH:22][cH:23]2)[CH2:12][CH2:13]1.[Na+:31].[O:32]1[CH2:33][CH2:34][O:35][CH2:36][CH2:37]1.[OH-:30]>>[C:1]([CH3:2])([CH3:3])([CH3:4])[O:5][C:6](=[O:7])[N:8]1[CH2:9][CH2:10][N:11]([CH2:14][CH2:15][CH2:16][O:17][c:18]2[c:19]([F:29])[cH:20][c:21]([C:24](=[O:25])[OH:26])[cH:22][cH:23]2)[CH2:12][CH2:13]1. Starting materials: Cl (hydrochloric acid), C([O-])([O-])=O.[K+].[K+] (potassium carbonate), C(C)(=O)OC1=C(C=C(\C=C/C(=O)OC2CCC(CC2)(C(=O)OCC=C)C)C=C1)OC (allyl cis-4-(4-acetoxy-3-methoxycinnamoyloxy )-1-methyl-1-cyclohexanecarboxylate), resultant solution. Run in CO (methanol). Product: OC1=C(C=C(\C=C/C(=O)OC2CCC(CC2)(C(=O)OCC=C)C)C=C1)OC (allyl cis-4--(4-hydroxy-3-methoxycinnamoyloxy)-1-methyl-1cyclohexanecarboxylate). Isolated yield 43.1%. RXN SMILES: C(=O)([O-])[O-].[K+].[K+].C([O:10][C:11]1[CH:34]=[CH:33][C:14](/[CH:15]=[CH:16]\[C:17]([O:19][CH:20]2[CH2:25][CH2:24][C:23]([CH3:32])([C:26]([O:28][CH2:29][CH:30]=[CH2:31])=[O:27])[CH2:22][CH2:21]2)=[O:18])=[CH:13][C:12]=1[O:35][CH3:36])(=O)C.Cl>CO>[OH:10][C:11]1[CH:34]=[CH:33][C:14](/[CH:15]=[CH:16]\[C:17]([O:19][CH:20]2[CH2:25][CH2:24][C:23]([CH3:32])([C:26]([O:28][CH2:29][CH:30]=[CH2:31])=[O:27])[CH2:22][CH2:21]2)=[O:18])=[CH:13][C:12]=1[O:35][CH3:36] |f:0.1.2|. Reported procedure: 5 g of potassium carbonate was added to a solution of 1.6 g of allyl cis-4-(4-acetoxy-3-methoxycinnamoyloxy )-1-methyl-1-cyclohexanecarboxylate (Example 9) in 80 ml of methanol. The resultant solution was stirred for 2 hours at room temperature. After reaction, 2N hydrochloric acid was added to the reaction solution, acidifying the solution. The solution was extracted three times with 50 ml of ethyl acetate. The organic layer obtained was washed once with an aqueous sodium hydrogencarbonate solu... Starting materials: COC(=O)c1ccccc1CBr, O=C([O-])[O-], CC#N, [K+], [K+], OCCc1cccc(O)c1. Product: COC(=O)c1ccccc1COc1cccc(CCO)c1. RXN SMILES: [Br:11][CH2:12][c:13]1[c:14]([C:15](=[O:16])[O:17][CH3:18])[cH:19][cH:20][cH:21][cH:22]1.[C:23](=[O:24])([O-:25])[O-:26].[CH3:29][C:30]#[N:31].[K+:27].[K+:28].[OH:1][CH2:2][CH2:3][c:4]1[cH:5][c:6]([OH:10])[cH:7][cH:8][cH:9]1>>[OH:1][CH2:2][CH2:3][c:4]1[cH:5][c:6]([O:10][CH2:12][c:13]2[c:14]([C:15](=[O:16])[O:17][CH3:18])[cH:19][cH:20][cH:21][cH:22]2)[cH:7][cH:8][cH:9]1.